From a dataset of the Open Reaction Database (ORD), a public repository of structured organic reaction records. describe an organic reaction: reactants, conditions, products, and yield The product is C(C)(C)(C)OC(=O)N1C(C2=CC(=C(C=C2CC1)OC)OC)CC1=CC=C(C=C1)C1=CC=C(C=C1)C1=CC=CC=C1 (6,7-Dimethoxy-1-[1,1′;4′,1″]terphenyl-4-ylmethyl-3,4-dihydro-1H-isoquinoline-2-carboxylic acid tert-butyl ester), white solid. Run at time 30 minute. As a reaction SMILES: [C:1]([O:5][C:6]([N:8]1[CH2:17][CH2:16][C:15]2[C:10](=[CH:11][C:12]([O:20][CH3:21])=[C:13]([O:18][CH3:19])[CH:14]=2)[CH:9]1[CH2:22][C:23]1[CH:28]=[CH:27][C:26](Br)=[CH:25][CH:24]=1)=[O:7])([CH3:4])([CH3:3])[CH3:2].[C:30]1([C:39]2[CH:44]=[CH:43][CH:42]=[CH:41][CH:40]=2)[CH:35]=[CH:34][C:33](B(O)O)=[CH:32][CH:31]=1.C1(P(C2C=CC=CC=2)C2C=CC=CC=2)C=CC=CC=1.C(=O)(O)[O-].[Na+]>C(O)(C)C.C([O-])(=O)C.[Pd+2].C([O-])(=O)C>[C:1]([O:5][C:6]([N:8]1[CH2:17][CH2:16][C:15]2[C:10](=[CH:11][C:12]([O:20][CH3:21])=[C:13]([O:18][CH3:19])[CH:14]=2)[CH:9]1[CH2:22][C:23]1[CH:28]=[CH:27][C:26]([C:42]2[CH:43]=[CH:44][C:39]([C:30]3[CH:35]=[CH:34][CH:33]=[CH:32][CH:31]=3)=[CH:40][CH:41]=2)=[CH:25][CH:24]=1)=[O:7])([CH3:4])([CH3:3])[CH3:2] |f:3.4,6.7.8|. The solvent is C(C)(C)O (isopropanol). Reported procedure: 6,7-Dimethoxy-1-[1,1′;4′,1″]terphenyl-4-ylmethyl-3,4-dihydro-1H-isoquinoline-2-carboxylic acid tert-butyl ester (12) was prepared as follows: A mixture of 0.462 g (1 mmol) of 1-(4-Bromo-benzyl)-6,7-dimethoxy-3,4-dihydro-1H-isoquinoline-2-carboxylic acid tert-butyl ester and 0.297 g (1.5 mol. equiv.) of 4-biphenylboronic acid in 4 ml of isopropanol was stirred under argon at room temperature for 30 min. To this mixture, 1 mg (0.45 mol %) of Palladium(II)acetate, 4 mg (1.3 mol %) of triphenylphosp... Yield: 75.0%. Starting materials: C1(=CC=CC=C1)P(C1=CC=CC=C1)C1=CC=CC=C1 (triphenylphosphine), C([O-])(O)=O.[Na+] (sodium bicarbonate), C(C)(C)(C)OC(=O)N1C(C2=CC(=C(C=C2CC1)OC)OC)CC1=CC=C(C=C1)Br (1-(4-Bromo-benzyl)-6,7-dimethoxy-3,4-dihydro-1H-isoquinoline-2-carboxylic acid tert-butyl ester), C1(=CC=C(C=C1)B(O)O)C1=CC=CC=C1 (4-biphenylboronic acid). The reagents and catalysts are C(C)(=O)[O-].[Pd+2].C(C)(=O)[O-] (Palladium(II)acetate). Starting materials: CC(C)(C)N=C=O, CCN(C(C)C)C(C)C, CC(Oc1c(N)ncc2c(C3=CCNCC3)coc12)c1c(Cl)ccc(F)c1Cl, CN(C)C=O. Product: CC(Oc1c(N)ncc2c(C3=CCN(C(=O)NC(C)(C)C)CC3)coc12)c1c(Cl)ccc(F)c1Cl. RXN SMILES: [C:29]([CH3:30])([CH3:31])([CH3:32])[N:33]=[C:34]=[O:35].[CH:36]([N:37]([CH2:38][CH3:39])[CH:40]([CH3:41])[CH3:42])([CH3:43])[CH3:44].[Cl:1][c:2]1[c:3]([CH:10]([CH3:11])[O:12][c:13]2[c:14]3[c:15]([cH:16][n:17][c:18]2[NH2:19])[c:20]([C:23]2=[CH:28][CH2:27][NH:26][CH2:25][CH2:24]2)[cH:21][o:22]3)[c:4]([Cl:9])[cH:5][cH:6][c:7]1[F:8].[O:45]=[CH:46][N:47]([CH3:48])[CH3:49]>>[Cl:1][c:2]1[c:3]([CH:10]([CH3:11])[O:12][c:13]2[c:14]3[c:15]([cH:16][n:17][c:18]2[NH2:19])[c:20]([C:23]2=[CH:28][CH2:27][N:26]([C:34]([NH:33][C:29]([CH3:30])([CH3:31])[CH3:32])=[O:35])[CH2:25][CH2:24]2)[cH:21][o:22]3)[c:4]([Cl:9])[cH:5][cH:6][c:7]1[F:8]. The reactants are ClC1=NC=C(C(=C1)N[C@H]1CC[C@H](CC1)C(=O)N1[C@@H](CN(CC1)C(=O)OC(C)(C)C)C)[N+](=O)[O-] ((R)-tert-butyl 4-(cis-4-(2-chloro-5-nitropyridin-4-ylamino)cyclohexanecarbonyl)-3-methylpiperazine-1-carboxylate), N1(CCCCC1)CCO (2-(piperidin-1-yl)ethanol), C1COCCOCCOCCOCCOCCO1 (18-crown-6), C([O-])([O-])=O.[Cs+].[Cs+] (cesium carbonate). Run in C1(=CC=CC=C1)C (toluene). Run at temperature 75 celsius, time 8 hour. Product: C[C@@H]1CN(CCN1C(=O)[C@@H]1CC[C@@H](CC1)NC1=CC(=NC=C1[N+](=O)[O-])OCCN1CCCCC1)C(=O)OC(C)(C)C ((R)-tert-butyl 3-methyl-4-(cis-4-(5-nitro-2-(2-(piperidin-1-yl)ethoxy)pyridin-4-ylamino)cyclohexanecarbonyl)piperazine-1-carboxylate). Yield: 69.2%. RXN SMILES: Cl[C:2]1[CH:7]=[C:6]([NH:8][C@@H:9]2[CH2:14][CH2:13][C@H:12]([C:15]([N:17]3[CH2:22][CH2:21][N:20]([C:23]([O:25][C:26]([CH3:29])([CH3:28])[CH3:27])=[O:24])[CH2:19][C@H:18]3[CH3:30])=[O:16])[CH2:11][CH2:10]2)[C:5]([N+:31]([O-:33])=[O:32])=[CH:4][N:3]=1.[N:34]1([CH2:40][CH2:41][OH:42])[CH2:39][CH2:38][CH2:37][CH2:36][CH2:35]1.C1OCCOCCOCCOCCOCCOC1.C(=O)([O-])[O-].[Cs+].[Cs+]>C1(C)C=CC=CC=1>[CH3:30][C@H:18]1[N:17]([C:15]([C@H:12]2[CH2:13][CH2:14][C@@H:9]([NH:8][C:6]3[C:5]([N+:31]([O-:33])=[O:32])=[CH:4][N:3]=[C:2]([O:42][CH2:41][CH2:40][N:34]4[CH2:39][CH2:38][CH2:37][CH2:36][CH2:35]4)[CH:7]=3)[CH2:10][CH2:11]2)=[O:16])[CH2:22][CH2:21][N:20]([C:23]([O:25][C:26]([CH3:29])([CH3:28])[CH3:27])=[O:24])[CH2:19]1 |f:3.4.5|. Procedure: To a solution of (R)-tert-butyl 4-(cis-4-(2-chloro-5-nitropyridin-4-ylamino)cyclohexanecarbonyl)-3-methylpiperazine-1-carboxylate (0.4 g, 0.830 mmol) in toluene (8.30 mL) was added 2-(piperidin-1-yl)ethanol (0.536 g, 4.15 mmol), 18-crown-6 (0.329 g, 1.245 mmol), and cesium carbonate (0.811 g, 2.490 mmol). The reaction was purged with argon and stirred at 75° C. overnight. The mixture was diluted with EtOAc to about 50 mL total volume and washed sequentially with water (50 mL), brine (50 mL), and... The reactants are C(C)(C)NC(C)C (diisopropylamine), C(CCC)[Li] (n-butyl lithium), P(O)(=O)(OP(=O)(O)O)OC[C@@H]1[C@H]([C@H]([C@@H](O1)N1C=NC=2C(N)=NC=NC12)O)O.[C] (ADP carbon), C(C)(=O)OCC1=CC=CC=C1 (benzyl acetate), C(C)(C)[N-]C(C)C.[Li+] (lithium diisopropylamide), CC(C(/C=C/C1=CC=C(C=C1)[N+](=O)[O-])=O)C ((E)-4-methyl-1-(4-nitrophenyl)-1-penten-3-one), benzyl acetate enolate. Solvent: O (water), C1CCOC1 (THF), CO (methanol), CO (Methanol), C1CCOC1 (THF), hexanes, C(C)(=O)O (acetic acid), C1CCOC1 (THF). Reaction conditions: temperature 86.5 celsius, time 6 hour. Yields the product NC1=CC=C(C=C1)CCC(CC(=O)O)(C(C)C)O ((+/−)-3-[2-(4-aminophenyl)ethyl]-3-hydroxy-4-methylpentanoic acid). As a reaction SMILES: C(NC(C)C)(C)C.C([Li])CCC.[C:13]([O:16]CC1C=CC=CC=1)(=[O:15])[CH3:14].C([N-]C(C)C)(C)C.[Li+].[CH3:32][CH:33]([CH3:47])[C:34](=[O:46])/[CH:35]=[CH:36]/[C:37]1[CH:42]=[CH:41][C:40]([N+:43]([O-])=O)=[CH:39][CH:38]=1.P(OC[C@H]1O[C@@H](N2C3N=CN=C(N)C=3N=C2)[C@H](O)[C@@H]1O)(OP(O)(O)=O)(=O)O.[C]>C1COCC1.CO.C(O)(=O)C.O>[NH2:43][C:40]1[CH:41]=[CH:42][C:37]([CH2:36][CH2:35][C:34]([OH:46])([CH:33]([CH3:47])[CH3:32])[CH2:14][C:13]([OH:16])=[O:15])=[CH:38][CH:39]=1 |f:3.4,6.7|. Procedure details: Methyl isobutyrylacetate (40.0 Kg), methyl tert-butyl ether (10 L) and water (60 L) were charged to a still under an inert atmosphere and the mixture stirred and cooled to 17° C. Sodium hydroxide (60 Kg of a 50% aqueous solution) was added over 2 hours while maintaining the temperature between 17 and 25° C. The mixture was stirred overnight at 24-25° C. and then cooled to 0° C. Hydrochloric acid (75 Kg of a 37% aqueous solution) was added while maintaining the temperature below 5° C. to adjust t... Starting materials: P(=O)(Cl)(Cl)Cl (phosphoryl chloride), BrC1=CC=C(C=C1)C(C(=O)O)OC1=CC(=CC(=C1)OCC)OCC ((4-bromophenyl)-(3,5-diethoxyphenoxy)acetic acid). Reaction conditions: temperature 0 celsius, time 10 minute. The reagents and catalysts are [Cl-].[Zn+2].[Cl-] (zinc chloride). The product is BrC1=CC=C(C=C1)C1OC2=C(C1=O)C(=CC(=C2)OCC)OCC (2-(4-Bromophenyl)-4,6-diethoxybenzofuran-3(2H)-one). RXN SMILES: P(Cl)(Cl)(Cl)=O.[Br:6][C:7]1[CH:12]=[CH:11][C:10]([CH:13]([O:17][C:18]2[CH:23]=[C:22]([O:24][CH2:25][CH3:26])[CH:21]=[C:20]([O:27][CH2:28][CH3:29])[CH:19]=2)[C:14](O)=[O:15])=[CH:9][CH:8]=1>[Cl-].[Zn+2].[Cl-]>[Br:6][C:7]1[CH:12]=[CH:11][C:10]([CH:13]2[C:14](=[O:15])[C:19]3[C:20]([O:27][CH2:28][CH3:29])=[CH:21][C:22]([O:24][CH2:25][CH3:26])=[CH:23][C:18]=3[O:17]2)=[CH:9][CH:8]=1 |f:2.3.4|. Procedure: 38 ml (407 mmol) of phosphoryl chloride are added to 16.1 g (40.7 mmol) of (4-bromophenyl)-(3,5-diethoxyphenoxy)acetic acid under argon at RT. The mixture is cooled to 0° C., and 8.32 g (61.0 mmol) of zinc chloride are added. After 10 min, the ice bath is removed and the mixture is stirred at RT overnight. The reaction mixture is poured into a large amount of ice-water and stirred for 15 min. Dichloromethane is added, the phases are separated, and the organic phase is washed with water, dried ov... Starting materials: Cc1cc(C(=O)N2Cc3cccn3Cc3ccccc32)ccc1N, CCN(C(C)C)C(C)C, O=C(Cl)c1ccc(Cl)cc1Cl, ClCCl. The product is Cc1cc(C(=O)N2Cc3cccn3Cc3ccccc32)ccc1NC(=O)c1ccc(Cl)cc1Cl. As a reaction SMILES: [CH3:1][c:2]1[cH:3][c:4]([C:5](=[O:6])[N:7]2[CH2:8][c:9]3[n:10]([cH:18][cH:19][cH:20]3)[CH2:11][c:12]3[c:13]2[cH:14][cH:15][cH:16][cH:17]3)[cH:21][cH:22][c:23]1[NH2:24].[CH:36]([N:37]([CH:38]([CH3:39])[CH3:40])[CH2:41][CH3:42])([CH3:43])[CH3:44].[Cl:25][c:26]1[c:27]([C:28](=[O:29])[Cl:30])[cH:31][cH:32][c:33]([Cl:35])[cH:34]1.[Cl:45][CH2:46][Cl:47]>>[CH3:1][c:2]1[cH:3][c:4]([C:5](=[O:6])[N:7]2[CH2:8][c:9]3[n:10]([cH:18][cH:19][cH:20]3)[CH2:11][c:12]3[c:13]2[cH:14][cH:15][cH:16][cH:17]3)[cH:21][cH:22][c:23]1[NH:24][C:28]([c:27]1[c:26]([Cl:25])[cH:34][c:33]([Cl:35])[cH:32][cH:31]1)=[O:29].